Dataset: the Open Reaction Database (ORD), a public repository of structured organic reaction records. Task: describe an organic reaction: reactants, conditions, products, and yield The reactants are ClC1=NC=C(C(=N1)N([C@@H](C(=O)OC)CC)C(C)C)[N+](=O)[O-] (methyl (2R)-2-[(2-chloro-5-nitro-pyrimidin-4-yl)-isopropyl-amino]butanoate), [H][H] (hydrogen). Reagents/catalysts: [Ni] (Raney nickel). Solvent: C(C)(=O)O (acetic acid). Reaction conditions: temperature 75 celsius, time 2 hour. Product: ClC1=NC=2N([C@@H](C(NC2C=N1)=O)CC)C(C)C ((7R)-2-chloro-7-ethyl-8-isopropyl-5,7-dihydropteridin-6-one). Isolated yield 206.5%. RXN SMILES: [Cl:1][C:2]1[N:7]=[C:6]([N:8]([CH:16]([CH3:18])[CH3:17])[C@H:9]([CH2:14][CH3:15])[C:10](OC)=[O:11])[C:5]([N+:19]([O-])=O)=[CH:4][N:3]=1.[H][H]>C(O)(=O)C.[Ni]>[Cl:1][C:2]1[N:3]=[CH:4][C:5]2[NH:19][C:10](=[O:11])[C@@H:9]([CH2:14][CH3:15])[N:8]([CH:16]([CH3:18])[CH3:17])[C:6]=2[N:7]=1. Reported procedure: Methyl (2R)-2-[(2-chloro-5-nitro-pyrimidin-4-yl)-isopropyl-amino]butanoate 22b (7.30 g, 23 mmol) was dissolved in 100 mL acetic acid followed by the addition of 5 g Raney nickel, repeated filled with hydrogen for three times. The reaction mixture was heated to 75° C., stirred for 2 hours and filtered. The filtrate was concentrated under reduced pressure, added with 30 mL of ice water resulting in the formation of precipitate. The precipitate was filtered. the filter cake was dried by heat to obt... The reactants are BrC=1SC(=CC1)SCC(=O)NC[C@H]1CN(CCO1)CC1=CC(=C(C=C1)Cl)Cl ((2S)-(2-bromothiophen-5-ylthio)-N-{[4-(3,4-dichlorobenzyl)morpholin-2-yl]methyl}acetamide), C([O-])([O-])=O.[Na+].[Na+] (sodium carbonate), COC(=O)C1=CC=C(C=C1)B(O)O (4-methoxycarbonylphenylboronic acid). The reagents and catalysts are C=1C=CC(=CC1)[P](C=2C=CC=CC2)(C=3C=CC=CC3)[Pd]([P](C=4C=CC=CC4)(C=5C=CC=CC5)C=6C=CC=CC6)([P](C=7C=CC=CC7)(C=8C=CC=CC8)C=9C=CC=CC9)[P](C=1C=CC=CC1)(C=1C=CC=CC1)C=1C=CC=CC1 (tetrakistriphenylphosphinepalladium). Solvent: O (water), COCCOC (ethylene glycol dimethylether), O (water). Conditions: temperature 130 celsius, time 8 hour. Product: C(=O)(O)C1=CC=C(C=C1)C1=CC=C(S1)SCC(=O)NC[C@H]1CN(CCO1)CC1=CC(=C(C=C1)Cl)Cl ((2S)-[5-(4-carboxyphenyl)thiophen-2-ylthio]-N-{[4-(3,4-dichlorobenzyl)morpholin-2-yl]methyl}acetamide). The yield is 41.6%. Reaction SMILES: Br[C:2]1[S:3][C:4]([S:7][CH2:8][C:9]([NH:11][CH2:12][C@@H:13]2[O:18][CH2:17][CH2:16][N:15]([CH2:19][C:20]3[CH:25]=[CH:24][C:23]([Cl:26])=[C:22]([Cl:27])[CH:21]=3)[CH2:14]2)=[O:10])=[CH:5][CH:6]=1.C(=O)([O-])[O-].[Na+].[Na+].C[O:35][C:36]([C:38]1[CH:43]=[CH:42][C:41](B(O)O)=[CH:40][CH:39]=1)=[O:37]>COCCOC.O.C1C=CC([P]([Pd]([P](C2C=CC=CC=2)(C2C=CC=CC=2)C2C=CC=CC=2)([P](C2C=CC=CC=2)(C2C=CC=CC=2)C2C=CC=CC=2)[P](C2C=CC=CC=2)(C2C=CC=CC=2)C2C=CC=CC=2)(C2C=CC=CC=2)C2C=CC=CC=2)=CC=1>[C:36]([C:38]1[CH:43]=[CH:42][C:41]([C:2]2[S:3][C:4]([S:7][CH2:8][C:9]([NH:11][CH2:12][C@@H:13]3[O:18][CH2:17][CH2:16][N:15]([CH2:19][C:20]4[CH:25]=[CH:24][C:23]([Cl:26])=[C:22]([Cl:27])[CH:21]=4)[CH2:14]3)=[O:10])=[CH:5][CH:6]=2)=[CH:40][CH:39]=1)([OH:37])=[O:35] |f:1.2.3,^1:57,59,78,97|. Reported procedure: The resultant product (200 mg) of Example 31, tetrakistriphenylphosphinepalladium (25 mg), sodium carbonate (200 mg) and 4-methoxycarbonylphenylboronic acid (105 mg) were dissolved in a mixed solution of ethylene glycol dimethylether (4 mL) and water (250 μL), and the mixture was heated under reflux at 130° C. for 6 hrs. Then, water was added to the reaction mixture and the mixture was extracted with ethyl acetate. The extract was evaporated under reduced pressure, and the residue was purified b... The reactants are CCOC(=O)CBr, O=C([O-])[O-], CCc1cc(C(F)(F)F)n[nH]1, CN(C)C=O, [K+], [K+]. Yields the product CCOC(=O)Cn1nc(C(F)(F)F)cc1CC. As a reaction SMILES: [Br:18][CH2:19][C:20](=[O:21])[O:22][CH2:23][CH3:24].[C:12](=[O:13])([O-:14])[O-:15].[CH2:1]([CH3:2])[c:3]1[cH:4][c:5]([C:8]([F:9])([F:10])[F:11])[n:6][nH:7]1.[CH3:25][N:26]([CH3:27])[CH:28]=[O:29].[K+:16].[K+:17]>>[CH2:1]([CH3:2])[c:3]1[cH:4][c:5]([C:8]([F:9])([F:10])[F:11])[n:6][n:7]1[CH2:19][C:20](=[O:21])[O:22][CH2:23][CH3:24]. Starting materials: N(=[N+]=[N-])[C@@H](C[C@@H](C(C)C)CC1=CC(=C(C=C1)OC)OCCCOC)[C@@H]1C[C@H](C(O1)=O)C(C)C (5(S)-{1(S)-azido-3(S)-[4-methoxy-3-(3-methoxypropoxy)benzyl]-4-methylpentyl}-3(S)-isopropyidihydrofuran-2-one), NC1=CC=CC=C1 (aniline). Product: C1(=CC=CC=C1)NC([C@@H](C[C@@H]([C@H](C[C@@H](C(C)C)CC1=CC(=C(C=C1)OC)OCCCOC)N)O)C(C)C)=O (N-Phenyl-5(S)-amino-4(S)-hydroxy-2(S)-isopropyl-7(S)-[4-methoxy-3-(3-methoxypropoxy)benzyl]-8-methylnonanamide). RXN SMILES: [N:1]([C@H:4]([C@H:25]1[O:29][C:28](=[O:30])[C@H:27]([CH:31]([CH3:33])[CH3:32])[CH2:26]1)[CH2:5][C@H:6]([CH2:10][C:11]1[CH:16]=[CH:15][C:14]([O:17][CH3:18])=[C:13]([O:19][CH2:20][CH2:21][CH2:22][O:23][CH3:24])[CH:12]=1)[CH:7]([CH3:9])[CH3:8])=[N+]=[N-].[NH2:34][C:35]1[CH:40]=[CH:39][CH:38]=[CH:37][CH:36]=1>>[C:35]1([NH:34][C:28](=[O:30])[C@H:27]([CH:31]([CH3:33])[CH3:32])[CH2:26][C@H:25]([OH:29])[C@@H:4]([NH2:1])[CH2:5][C@H:6]([CH2:10][C:11]2[CH:16]=[CH:15][C:14]([O:17][CH3:18])=[C:13]([O:19][CH2:20][CH2:21][CH2:22][O:23][CH3:24])[CH:12]=2)[CH:7]([CH3:9])[CH3:8])[CH:40]=[CH:39][CH:38]=[CH:37][CH:36]=1. Procedure details: Analogously to Method C, 0.466 g of 5(S)-{1(S)-azido-3(S)-[4-methoxy-3-(3-methoxypropoxy)benzyl]-4-methylpentyl}-3(S)-isopropyidihydrofuran-2-one [324763-46-4] and 0.11 ml of aniline are reacted. The title compound is obtained as a colourless oil. Rf=0.53 (2:1 EtOAc-heptane); Rt=5.41 minutes (gradient I).